From a dataset of the Open Reaction Database (ORD), a public repository of structured organic reaction records. describe an organic reaction: reactants, conditions, products, and yield Starting materials: C1CCOC1 (THF), [Li+].[OH-] (LiOH), OC1=C(C(NC2=C(C=CC=C12)[N+](=O)[O-])=O)C(=O)OCC (ethyl 4-hydroxy-8-nitroquinolone-3-carboxylate). Run in C(C)(=O)O (acetic acid), CO (MeOH). Conditions: temperature 40 celsius. Product: OC1=C(C=NC2=C(C=CC=C12)[N+](=O)[O-])C(=O)O (4-hydroxy-8-nitroquinoline-3-carboxylic acid). The yield is 63.3%. As a reaction SMILES: [OH:1][C:2]1[C:11]2[C:6](=[C:7]([N+:12]([O-:14])=[O:13])[CH:8]=[CH:9][CH:10]=2)[NH:5][C:4](=O)[C:3]=1[C:16]([O:18]CC)=[O:17].C1COCC1.[Li+].[OH-]>CO.C(O)(=O)C>[OH:1][C:2]1[C:11]2[C:6](=[C:7]([N+:12]([O-:14])=[O:13])[CH:8]=[CH:9][CH:10]=2)[N:5]=[CH:4][C:3]=1[C:16]([OH:18])=[O:17] |f:2.3|. Procedure: A mixture of 2-nitroaniline (6.907 g) and diethyl ethoxymethylenemalonate (10.812 g) is heated to 130° C. for 2 h with removal of ethanol by a Dean-Stark trap. The mixture is cooled to 80° C. Diphenyl ether (60 mL) is added and the mixture is heated to 250° C. for 2 h. The solution is cooled to room temperature. The resulting solid is collected, washed with hexanes and dried to yield 3.447 g of ethyl 4-hydroxy-8-nitroquinolone-3-carboxylate as a gold solid. To a mixture of this ester (1.2 g) in ... Reactants: [Br-], O=P1(O)Oc2ccccc2-c2cc(Br)ccc21, [F-], [K+], [K+], [K], C1COCCO1, O, OCCOCCO. The product is O=P1(O)Oc2ccccc2-c2cc(F)ccc21. Reaction SMILES: [Br-:22].[Br:2][c:3]1[cH:4][c:5]2[c:14]([cH:15][cH:16]1)[P:13]([OH:17])(=[O:18])[O:12][c:11]1[c:6]-2[cH:7][cH:8][cH:9][cH:10]1.[F-:19].[K+:20].[K+:21].[K:1].[O:24]1[CH2:25][CH2:26][O:27][CH2:28][CH2:29]1.[OH2:23].[OH:30][CH2:31][CH2:32][O:33][CH2:34][CH2:35][OH:36]>>[c:3]1([F:19])[cH:4][c:5]2[c:14]([cH:15][cH:16]1)[P:13]([OH:17])(=[O:18])[O:12][c:11]1[c:6]-2[cH:7][cH:8][cH:9][cH:10]1.